From a dataset of the Open Reaction Database (ORD), a public repository of structured organic reaction records. describe an organic reaction: reactants, conditions, products, and yield Starting materials: FC1=CC=C(C=C1)C=1OC=2C(N1)=C(C=CC2)C(=O)O (2-(4-fluorophenyl)benzo[d]oxazole-4-carboxylic acid), C=1C=CC2=C(C1)N=NN2O (HOBT), CCN=C=NCCCN(C)C (EDCI), CCN(C(C)C)C(C)C (DIPEA), [Cl-].[NH4+] (ammonium chloride), Cl (hydrochloric acid). The solvent is O (water), CN(C=O)C (dimethyl formamide). Run at time 20 hour. Product: FC1=CC=C(C=C1)C=1OC=2C(N1)=C(C=CC2)C(=O)N (2-(4-fluorophenyl)benzo[d]oxazole-4-carboxamide). Yield: 7.8%. RXN SMILES: [F:1][C:2]1[CH:7]=[CH:6][C:5]([C:8]2[O:9][C:10]3[C:11](=[C:13]([C:17]([OH:19])=O)[CH:14]=[CH:15][CH:16]=3)[N:12]=2)=[CH:4][CH:3]=1.C1C=CC2N(O)N=[N:26]C=2C=1.CCN=C=NCCCN(C)C.CCN(C(C)C)C(C)C.[Cl-].[NH4+].Cl>CN(C)C=O.O>[F:1][C:2]1[CH:7]=[CH:6][C:5]([C:8]2[O:9][C:10]3[C:11](=[C:13]([C:17]([NH2:26])=[O:19])[CH:14]=[CH:15][CH:16]=3)[N:12]=2)=[CH:4][CH:3]=1 |f:4.5|. Procedure: 2-(4-fluorophenyl)benzo[d]oxazole-4-carboxylic acid (0.064 g, 0.25 mmol) in dimethyl formamide (10 mL) was added HOBT (0.043 g, 0.28 mmol), EDCI (0.058 g, 0.3 mmol), DIPEA (0.097 g, 0.75 mmol) and ammonium chloride (0.0133 g, 0.25 mmol). The reaction mixture was stirred at room temperature for 20 hr, cooled and poured into water (10 mL). The solution was acidified to pH=3 with 1N aqueous hydrochloric acid. Then the solution was extracted with dichloromethane (70 mL×3). The organic layer was wash... Starting materials: COC(C(CNC(=O)NC)C1=CC=C(C(=O)O)C=C1)=O (4-[2-Methoxy-1-({[(methylamino)carbonyl]amino}-methyl)-2-oxoethyl]benzoic acid), NC1=C(C=CC(=C1)C1=CSC=C1)NC(OC(C)(C)C)=O (tert-butyl [2-amino-4-(3-thienyl)phenyl]carbamate), CCN=C=NCCCN(C)C (EDCI), C=1C=CC2=C(C1)N=NN2O (HOBT). Solvent: CN(C)C=O (DMF). Reaction conditions: time 10 minute. The product is C(C)(C)(C)OC(=O)NC1=C(C=C(C=C1)C1=CSC=C1)NC(=O)C1=CC=C(C=C1)C(C(=O)OC)CNC(=O)NC (methyl 2-[4-({[2-[(tert-butoxycarbonyl)amino]-5-(3-thienyl)phenyl]amino}carbonyl)phenyl]-3-{[(methylamino)carbonyl]amino}propanoate). RXN SMILES: [CH3:1][O:2][C:3](=[O:20])[CH:4]([C:11]1[CH:19]=[CH:18][C:14]([C:15]([OH:17])=O)=[CH:13][CH:12]=1)[CH2:5][NH:6][C:7]([NH:9][CH3:10])=[O:8].CCN=C=NCCCN(C)C.C1C=CC2N(O)N=NC=2C=1.[NH2:42][C:43]1[CH:48]=[C:47]([C:49]2[CH:53]=[CH:52][S:51][CH:50]=2)[CH:46]=[CH:45][C:44]=1[NH:54][C:55](=[O:61])[O:56][C:57]([CH3:60])([CH3:59])[CH3:58]>CN(C=O)C>[C:57]([O:56][C:55]([NH:54][C:44]1[CH:45]=[CH:46][C:47]([C:49]2[CH:53]=[CH:52][S:51][CH:50]=2)=[CH:48][C:43]=1[NH:42][C:15]([C:14]1[CH:13]=[CH:12][C:11]([CH:4]([CH2:5][NH:6][C:7]([NH:9][CH3:10])=[O:8])[C:3]([O:2][CH3:1])=[O:20])=[CH:19][CH:18]=1)=[O:17])=[O:61])([CH3:60])([CH3:58])[CH3:59]. Reported procedure: 4-[2-Methoxy-1-({[(methylamino)carbonyl]amino}-methyl)-2-oxoethyl]benzoic acid (350 mg, 1.25 mmol), EDCI (312 mg, 1.63 mmol), and HOBT (220 mg, 1.63 mmol) were combined in DMF (15 mL) and stirred for 10 minutes before adding tert-butyl [2-amino-4-(3-thienyl)phenyl]carbamate (398 mg, 1.37 mmol). The reaction was then stirred at 55° C. for 24 h. The solvent was evaporated, and the resulting residue was dissolved in EtOAc, washed (water, brine), dried (MgSO4), and concentrated. Flash chromatography... The reactants are NN, C1=Cc2ccccc2C2(CO2)c2ccccc21. Yields the product NNCC1(O)c2ccccc2C=Cc2ccccc21. As a reaction SMILES: [NH2:18][NH2:19].[O:1]1[CH2:2][C:3]12[c:4]1[c:5]([cH:14][cH:15][cH:16][cH:17]1)[CH:6]=[CH:7][c:8]1[c:9]2[cH:10][cH:11][cH:12][cH:13]1>>[OH:1][C:3]1([CH2:2][NH:18][NH2:19])[c:4]2[c:5]([cH:14][cH:15][cH:16][cH:17]2)[CH:6]=[CH:7][c:8]2[c:9]1[cH:10][cH:11][cH:12][cH:13]2. The reactants are BrC1=C(N=C2N(C1=O)C=CC=C2)CO (3-bromo-2-(hydroxymethyl)-4H-pyrido[1,2-a]pyrimidin-4-one), C(=O)(O)[O-].[Na+] (NaHCO3), CC(=O)OI1(C=2C=CC=CC2C(=O)O1)(OC(=O)C)OC(=O)C (Dess-Martin periodinane). Solvent: C(Cl)Cl (DCM), C(Cl)Cl (DCM). Yields the product BrC1=C(N=C2N(C1=O)C=CC=C2)C=O (3-bromo-4-oxo-4H-pyrido[1,2-a]pyrimidine-2-carbaldehyde). As a reaction SMILES: [Br:1][C:2]1[C:7](=[O:8])[N:6]2[CH:9]=[CH:10][CH:11]=[CH:12][C:5]2=[N:4][C:3]=1[CH2:13][OH:14].C([O-])(O)=O.[Na+].CC(OI1(OC(C)=O)(OC(C)=O)OC(=O)C2C=CC=CC1=2)=O>C(Cl)Cl>[Br:1][C:2]1[C:7](=[O:8])[N:6]2[CH:9]=[CH:10][CH:11]=[CH:12][C:5]2=[N:4][C:3]=1[CH:13]=[O:14] |f:1.2|. Procedure details: To a suspension of 3-bromo-2-(hydroxymethyl)-4H-pyrido[1,2-a]pyrimidin-4-one (1 equiv) and NaHCO3 (6 equiv) in DCM was added Dess-Martin periodinane (1.5 equiv) at rt with stirring. The reaction mixture was stirred at rt for 3 h, monitered by MS and TLC. The mixture was diluted with DCM and filtered off through Celite™, and the filtrate was cond under vacuum. The crude was purified by silica gel column chromatography using 80% EtOAc in hexane as eluent to give the 3-bromo-4-oxo-4H-pyrido[1,2-a]p... Reactants: [OH-].[Na+] (NaOH), N1=CC(=CC=C1)C=CNC(OC)=O (methyl N-2-(pyrid-3-yl)vinylcarbamate), NC1=C(C=O)C=C(C(=C1)OC)OC (2-amino-4,5-dimethoxybenzaldehyde). The solvent is OS(=O)(=O)O (H2SO4). Run at temperature 22 celsius. The product is COC=1C=C2C=C(C=NC2=CC1OC)C=1C=NC=CC1 (3-(6,7-dimethoxyquinolin-3-yl)pyridine). Reaction SMILES: [N:1]1[CH:6]=[CH:5][CH:4]=[C:3]([CH:7]=[CH:8][NH:9][C:10](=O)OC)[CH:2]=1.[OH-].[Na+].N[C:17]1[CH:24]=[C:23]([O:25][CH3:26])[C:22]([O:27][CH3:28])=[CH:21][C:18]=1C=O>OS(O)(=O)=O>[CH3:26][O:25][C:23]1[CH:24]=[C:17]2[C:10](=[CH:21][C:22]=1[O:27][CH3:28])[N:9]=[CH:8][C:7]([C:3]1[CH:2]=[N:1][CH:6]=[CH:5][CH:4]=1)=[CH:18]2 |f:1.2|. Procedure: A solution of 600 mg (3.37 mmol) of methyl N-2-(pyrid-3-yl)vinylcarbamate in 10 mL of 6N H2SO4 is refluxed for 10 minutes, cooled to 0° C. and basified to pH 11 with 50% NaOH. A solution of 400 mg (2.03 mmol) of 2-amino-4,5-dimethoxybenzaldehyde is immediately added and the mixture refluxed for 2.5 hours, cooled to 22° C. and partitioned between ether (150 mL) and water (100 mL). The aqueous layer is back extracted with chloroform and the combined organics are dried (MgSO4) and evaporated to obt...